From a dataset of the Open Reaction Database (ORD), a public repository of structured organic reaction records. describe an organic reaction: reactants, conditions, products, and yield Reactants: F (hydrofluoric acid), ice water, C(Cl)(Cl)(Cl)Cl (carbon tetrachloride), C(CC)[C@@H]1CC[C@H](CC1)[C@@H]1CC[C@H](CC1)CCC1=CC(=C(C(=C1)F)OC(F)F)F (1-[trans4-(trans-4-n-propylcyclohexyl)cyclohexyl]-2-(4-difluoromethoxy-3,5-difluorophenyl)ethane). Reaction conditions: temperature 0 celsius. Product: C(CC)[C@@H]1CC[C@H](CC1)[C@@H]1CC[C@H](CC1)CCC1=CC(=C(C(=C1)F)OC(F)(F)F)F (1-[trans-4-(trans-4-n-propylcyclohexyl)cyclohexyl]-2-(4-trifluoromethoxy-3,5-difluorophenyl)ethane). As a reaction SMILES: [FH:1].C(Cl)(Cl)(Cl)Cl.[CH2:7]([C@H:10]1[CH2:15][CH2:14][C@H:13]([C@H:16]2[CH2:21][CH2:20][C@H:19]([CH2:22][CH2:23][C:24]3[CH:29]=[C:28]([F:30])[C:27]([O:31][CH:32]([F:34])[F:33])=[C:26]([F:35])[CH:25]=3)[CH2:18][CH2:17]2)[CH2:12][CH2:11]1)[CH2:8][CH3:9]>>[CH2:7]([C@H:10]1[CH2:11][CH2:12][C@H:13]([C@H:16]2[CH2:17][CH2:18][C@H:19]([CH2:22][CH2:23][C:24]3[CH:25]=[C:26]([F:35])[C:27]([O:31][C:32]([F:1])([F:34])[F:33])=[C:28]([F:30])[CH:29]=3)[CH2:20][CH2:21]2)[CH2:14][CH2:15]1)[CH2:8][CH3:9]. Procedure details: 2 mol of anhydrous hydrofluoric acid is poured into an autoclave which has been cooled to 0° C. A mixture of 0.18 mol of carbon tetrachloride and 0.06 mol of 1-[trans-4-(trans-4-n-propylhexyl)cyclohexyl]-2-(4-hydroxy- 3,5-difluorophenyl)ethane (Example 1) is then added. The mixture is stirred at 150° for about 8 hors, cooled, poured into ice water, and the autoclave is subsequently washed out with ether. The two phases are combined, stirred for about 30 minutes, separated, and the ether solution... The reactants are solid, Cl.Cl.Cl.O1COC2=C1C=CC=C2N2CCN(CC2)CC[C@@H]2CC[C@H](CC2)N (Trans-4-[2-(4-Benzo[1,3]dioxol-4-yl-piperazin-1-yl)-ethyl]-cyclohexylamine trihydrochloride), Cl.Cl.Cl.O1COC2=C1C=CC=C2N2CCN(CC2)CC[C@@H]2CC[C@H](CC2)N (Trans-4-[2-(4-Benzo[1,3]dioxol-4-yl-piperazin-1-yl)-ethyl]-cyclohexylamine trihydrochloride), CN1CCN(CC1)CC(=O)O (2-(4-methylpiperazin-1-yl)acetic acid). The product is O1COC2=C1C=CC=C2N2CCN(CC2)CC[C@@H]2CC[C@H](CC2)NC(CN2CCN(CC2)C)=O (Trans-N-{4-[2-(4-Benzo[1,3]dioxol-4-yl-piperazin-1-yl)-ethyl]-cyclohexyl}-2-(4-methyl-piperazin-1-yl)-acetamide). As a reaction SMILES: Cl.Cl.Cl.[O:4]1[C:8]2[CH:9]=[CH:10][CH:11]=[C:12]([N:13]3[CH2:18][CH2:17][N:16]([CH2:19][CH2:20][C@H:21]4[CH2:26][CH2:25][C@H:24]([NH2:27])[CH2:23][CH2:22]4)[CH2:15][CH2:14]3)[C:7]=2[O:6][CH2:5]1.[CH3:28][N:29]1[CH2:34][CH2:33][N:32]([CH2:35][C:36](O)=[O:37])[CH2:31][CH2:30]1>>[O:4]1[C:8]2[CH:9]=[CH:10][CH:11]=[C:12]([N:13]3[CH2:18][CH2:17][N:16]([CH2:19][CH2:20][C@H:21]4[CH2:26][CH2:25][C@H:24]([NH:27][C:36](=[O:37])[CH2:35][N:32]5[CH2:33][CH2:34][N:29]([CH3:28])[CH2:30][CH2:31]5)[CH2:23][CH2:22]4)[CH2:15][CH2:14]3)[C:7]=2[O:6][CH2:5]1 |f:0.1.2.3|. Procedure: The title compound, white solid (22.5 mg, 58.5%), MS (ISP) m/z=472.3 [(M+H)+], was prepared in accordance with the general method of example 1 from Trans-4-[2-(4-Benzo[1,3]dioxol-4-yl-piperazin-1-yl)-ethyl]-cyclohexylamine hydrochloride (Intermediate A) (30 mg, 81.5 mmol) and 2-(4-methylpiperazin-1-yl)acetic acid. Starting materials: O (water), O=C1NC(CCC1N1C(C=2C(C1=O)=CSC2)=O)=O (5-(2,6-dioxopiperidin-3-yl)-5H-thieno(3,4-c)pyrrole-4,6-dione), CI (CH3I), [H-].[Na+] (NaH). Run in CN(C)C=O (DMF). Run at time 8 hour. The product is CN1C(C(CCC1=O)N1C(C=2C(C1=O)=CSC2)=O)=O (5-(1-methyl-2,6-dioxopiperidin-3-yl)-5H-thieno(3,4-c)pyrrole-4,6-dione). Reaction SMILES: [O:1]=[C:2]1[CH:7]([N:8]2[C:12](=[O:13])[C:11]3=[CH:14][S:15][CH:16]=[C:10]3[C:9]2=[O:17])[CH2:6][CH2:5][C:4](=[O:18])[NH:3]1.[H-].[Na+].[CH3:21]I.O>CN(C=O)C>[CH3:21][N:3]1[C:4](=[O:18])[CH2:5][CH2:6][CH:7]([N:8]2[C:12](=[O:13])[C:11]3=[CH:14][S:15][CH:16]=[C:10]3[C:9]2=[O:17])[C:2]1=[O:1] |f:1.2|. Procedure details: 0.264 g of 5-(2,6-dioxopiperidin-3-yl)-5H-thieno(3,4-c)pyrrole-4,6-dione were dissolved in 10 mL anhydrous DMF, and 0.036 g of NaH (95%) were added. The reaction mixture was reacted at room temperature for 30 min, and 0.2 mL of CH3I were added. The reaction mixture was allowed to stir overnight. 100 mL of water were added, and the aqueous phase was extracted with ethyl acetate (3×30 mL). Organic phases were combined, washed with 30 mL of water and 30 mL of brine, dried over anhydrous MgSO4, filt... Reactants: [NH4+].[Cl-] (NH4Cl), C1(=CC=CC=C1)C1=CC=C(C(=O)C(=O)OCC)C=C1 (ethyl 4-phenylbenzoylformate), C1CCOC1 (THF), solution, C[Mg]I (methylmagnesium iodide). Solvent: CCOCC (ether). Conditions: temperature -25 celsius. The product is C1(=CC=C(C=C1)C(C(=O)OCC)(C)O)C1=CC=CC=C1 (racemic ethyl 2-[(1,1'-biphenyl)-4-yl]-2-hydroxypropionate). RXN SMILES: [C:1]1([C:7]2[CH:19]=[CH:18][C:10]([C:11]([C:13]([O:15][CH2:16][CH3:17])=[O:14])=[O:12])=[CH:9][CH:8]=2)[CH:6]=[CH:5][CH:4]=[CH:3][CH:2]=1.[CH2:20]1COCC1.C[Mg]I.[NH4+].[Cl-]>CCOCC>[C:7]1([C:1]2[CH:2]=[CH:3][CH:4]=[CH:5][CH:6]=2)[CH:19]=[CH:18][C:10]([C:11]([OH:12])([CH3:20])[C:13]([O:15][CH2:16][CH3:17])=[O:14])=[CH:9][CH:8]=1 |f:3.4|. Procedure: To a flame dried 500 mL flask flushed with N2, was added 24 g (100 mmol) of ethyl 4-phenylbenzoylformate and 300 mL of anhydrous THF. The solution was cooled with stirring to -25° C. and 37 mL (110 mmol) of a 3.0M solution of methylmagnesium iodide was added at a rate to maintain the reaction temperature below -10° C. The reaction progress was monitored by TLC and upon disappearance of starting material, 100 mL of saturated NH4Cl solution and 200 mL of ether were added. The organic layer was sep... The reactants are [OH-].[Na+] (sodium hydroxide), FC1=CC=C(C=C1)NC(N(CCCCCCC)CCC1=CC=C(OC(C(=O)OCC)(C)C)C=C1)=O (ethyl 2-(4-[2-(3-[4-fluorophenyl]-1-heptylureido)ethyl]phenoxy)-2-methylpropionate), Cl (HCl). The solvent is C(C)O (ethanol). The product is FC1=CC=C(C=C1)NC(N(CCCCCCC)CCC1=CC=C(OC(C(=O)O)(C)C)C=C1)=O (2-(4[2-(3-[4-fluorophenyl]-1-heptylureido)ethyl]-phenoxy)-2-methylpropionic acid). Yield: 48.6%. Reaction SMILES: [F:1][C:2]1[CH:7]=[CH:6][C:5]([NH:8][C:9](=[O:35])[N:10]([CH2:18][CH2:19][C:20]2[CH:34]=[CH:33][C:23]([O:24][C:25]([CH3:32])([CH3:31])[C:26]([O:28]CC)=[O:27])=[CH:22][CH:21]=2)[CH2:11][CH2:12][CH2:13][CH2:14][CH2:15][CH2:16][CH3:17])=[CH:4][CH:3]=1.[OH-].[Na+].Cl>C(O)C>[F:1][C:2]1[CH:7]=[CH:6][C:5]([NH:8][C:9](=[O:35])[N:10]([CH2:18][CH2:19][C:20]2[CH:34]=[CH:33][C:23]([O:24][C:25]([CH3:31])([CH3:32])[C:26]([OH:28])=[O:27])=[CH:22][CH:21]=2)[CH2:11][CH2:12][CH2:13][CH2:14][CH2:15][CH2:16][CH3:17])=[CH:4][CH:3]=1 |f:1.2|. Procedure details: 2.4 g of ethyl 2-(4-[2-(3-[4-fluorophenyl]-1-heptylureido)ethyl]phenoxy)-2-methylpropionate was dissolved in 50 mL of ethanol and 30 mL of 1N aqueous sodium hydroxide was added. The resulting solution was heated at reflux for 30 minutes, cooled to room temperature, acidified with 100 ml of 2N aqueous HCl and extracted with CH2Cl2. The organic extract was washed with water and brine, dried over magnesium sulfate and concentrated in vacuo. The resulting solid was recrystalized from diethyl ether/h... Starting materials: C(C1=CC=CC=C1)[C@H]1N(C(OC1)=O)C([C@@H](CC=O)CC1=C(C=C(C=C1Cl)OCC1=CC=CC=C1)Cl)=O ((R)-4-((R)-4-benzyl-2-oxo-oxazolidin-3-yl)-3-(4-benzyloxy-2,6-dichloro-benzyl)-4-oxo-butyraldehyde), N[C@@H]1CC[C@H](CC1)O (trans-4-amino-cyclohexanol), [BH-](OC(=O)C)(OC(=O)C)OC(=O)C.[Na+] (NaBH(OAc)3), C(C)(=O)O (acetic acid). Run in ClCCCl (1,2-dichloroethane). Run at time 12 hour. Yields the product C(C1=CC=CC=C1)OC1=CC(=C(C[C@H]2C(N(CC2)[C@@H]2CC[C@H](CC2)O)=O)C(=C1)Cl)Cl ((R)-3-(4-Benzyloxy-2,6-dichloro-benzyl)-trans-1-(4-hydroxy-cyclohexyl)-pyrrolidin-2-one). As a reaction SMILES: C([C@@H]1CO[C:10](=O)[N:9]1[C:14](=[O:36])[C@H:15]([CH2:19][C:20]1[C:25]([Cl:26])=[CH:24][C:23]([O:27][CH2:28][C:29]2[CH:34]=[CH:33][CH:32]=[CH:31][CH:30]=2)=[CH:22][C:21]=1[Cl:35])[CH2:16]C=O)C1C=CC=CC=1.N[C@H:38]1[CH2:43][CH2:42][C@H:41]([OH:44])[CH2:40][CH2:39]1.[BH-](OC(C)=O)(OC(C)=O)OC(C)=O.[Na+].C(O)(=O)C>ClCCCl>[CH2:28]([O:27][C:23]1[CH:22]=[C:21]([Cl:35])[C:20]([CH2:19][C@@H:15]2[CH2:16][CH2:10][N:9]([C@H:38]3[CH2:43][CH2:42][C@H:41]([OH:44])[CH2:40][CH2:39]3)[C:14]2=[O:36])=[C:25]([Cl:26])[CH:24]=1)[C:29]1[CH:34]=[CH:33][CH:32]=[CH:31][CH:30]=1 |f:2.3|. Procedure details: Mix (R)-4-((R)-4-benzyl-2-oxo-oxazolidin-3-yl)-3-(4-benzyloxy-2,6-dichloro-benzyl)-4-oxo-butyraldehyde (Preparation 10) (3.054 g, 5.8 mmol), trans-4-amino-cyclohexanol (1.35, 11.6 mmol), NaBH(OAc)3 (5.18 g, 23.21 mmol) and acetic acid (0.63 mL, 11.2 mmol) in 50 mL of 1,2-dichloroethane. Stir for 12 hours at room temperature. Quench with saturated solution of NaHCO3 and extract with ethyl acetate. Wash the extract with brine. Dry over magnesium sulfate, filter, and concentrate. After flash column... Reactants: BrC=1C=NC=C(C(=O)OCC)C1 (Ethyl 5-bromonicotinate), [Li+].CC(C)[N-]C(C)C (LDA), C(C=C)(=O)OC (methyl acrylate), CC(=O)O (AcOH). Run in C1CCOC1 (THF), C1CCOC1 (THF). Reaction conditions: time 30 minute. Product: BrC=1C2=C(C=NC1)C(=C(C2)C(=O)OC)[O-].[Li+] (Lithium 4-bromo-6-(methoxycarbonyl)-5H-cyclopenta[c]pyridin-7-olate). Isolated yield 50.0%. As a reaction SMILES: [Br:1][C:2]1[CH:3]=[N:4][CH:5]=[C:6]([CH:12]=1)[C:7]([O:9]CC)=O.[Li+:13].CC([N-]C(C)C)C.[C:21]([O:25][CH3:26])(=[O:24])[CH:22]=[CH2:23].CC(O)=O>C1COCC1>[Br:1][C:2]1[C:12]2[CH2:23][C:22]([C:21]([O:25][CH3:26])=[O:24])=[C:7]([O-:9])[C:6]=2[CH:5]=[N:4][CH:3]=1.[Li+:13] |f:1.2,6.7|. Reported procedure: Ethyl 5-bromonicotinate (5 g, 21.7 mmol) in THF (22 mL) was added over a period of 20 min to a solution of LDA (23.9 mmol) [generated from N,N-diisopropylamine (3.41 mL, 23.9 mmol) and n-butyllithium (14.9 mL, 23.9 mmol, 1.6M in hexane) in THF (95 mL)] at −78° C. The resulting dark red solution was stirred for 30 min, then methyl acrylate (4.9 mL, 54.3 mmol) in THF (22 mL) was added over 15 min. The reaction was stirred an additional 1.5 h, then aq. 10% AcOH (43.5 mL, 76.1 mmol) was added (givin... The reactants are O=C(CBr)Nc1ccc(Br)nc1, CC1CN(c2ccc(C(F)(F)F)cn2)C(C)CN1, Cl, CN(C)C=O. The product is CC1CN(c2ccc(C(F)(F)F)cn2)C(C)CN1CC(=O)Nc1ccc(Br)nc1. As a reaction SMILES: [Br:20][CH2:21][C:22](=[O:23])[NH:24][c:25]1[cH:26][n:27][c:28]([Br:31])[cH:29][cH:30]1.[CH3:2][CH:3]1[N:4]([c:10]2[n:11][cH:12][c:13]([C:16]([F:17])([F:18])[F:19])[cH:14][cH:15]2)[CH2:5][CH:6]([CH3:9])[NH:7][CH2:8]1.[ClH:1].[O:32]=[CH:33][N:34]([CH3:35])[CH3:36]>>[CH3:2][CH:3]1[N:4]([c:10]2[n:11][cH:12][c:13]([C:16]([F:17])([F:18])[F:19])[cH:14][cH:15]2)[CH2:5][CH:6]([CH3:9])[N:7]([CH2:21][C:22](=[O:23])[NH:24][c:25]2[cH:26][n:27][c:28]([Br:31])[cH:29][cH:30]2)[CH2:8]1. Reactants: C(C)(=O)O (acetic acid), C(C)(C)(C)C=1C=C(C=C(C1)C)C (5-t-butyl-m-xylene), BrBr (bromine). The solvent is O (water). The product is C(C)(C)(C)C1=CC(=C(C(=C1)C)Br)C (4-t-butyl-2,6-dimethylbromobenzene). Isolated yield 94.7%. RXN SMILES: C(O)(=O)C.[C:5]([C:9]1[CH:10]=[C:11]([CH3:16])[CH:12]=[C:13]([CH3:15])[CH:14]=1)([CH3:8])([CH3:7])[CH3:6].[Br:17]Br>O>[C:5]([C:9]1[CH:10]=[C:11]([CH3:16])[C:12]([Br:17])=[C:13]([CH3:15])[CH:14]=1)([CH3:8])([CH3:7])[CH3:6]. Reported procedure: Under an inert atmosphere, 225 g of acetic acid was put into a 500 ml three-necked flask, and 24.3 g of 5-t-butyl-m-xylene was added. Then, after adding 31.2 g of bromine, it was reacted at 15-20° C. for 3 hours. The reaction liquid was added to 500 ml of water, and the deposited precipitate was filtrated. It was washed with 250 ml of water twice and 34.2 g of white solid was obtained.